This data is from the Open Reaction Database (ORD), a public repository of structured organic reaction records. The task is: describe an organic reaction: reactants, conditions, products, and yield Reactants: [BH4-], O=C(OC(c1ccccc1)c1ccccc1)C12CCC1CN(Cc1ccccc1)C2, CO, [Cl-], [Li+], [Na+], C1CCOC1. Product: OCC12CCC1CN(Cc1ccccc1)C2. RXN SMILES: [BH4-:33].[CH2:1]([c:2]1[cH:3][cH:4][cH:5][cH:6][cH:7]1)[N:8]1[CH2:9][C:10]2([C:15](=[O:16])[O:17][CH:18]([c:19]3[cH:20][cH:21][cH:22][cH:23][cH:24]3)[c:25]3[cH:26][cH:27][cH:28][cH:29][cH:30]3)[CH2:11][CH2:12][CH:13]2[CH2:14]1.[CH3:35][OH:36].[Cl-:32].[Li+:31].[Na+:34].[O:37]1[CH2:38][CH2:39][CH2:40][CH2:41]1>>[CH2:1]([c:2]1[cH:3][cH:4][cH:5][cH:6][cH:7]1)[N:8]1[CH2:9][C:10]2([CH2:15][OH:16])[CH2:11][CH2:12][CH:13]2[CH2:14]1. Reactants: NC1=NC=NC(=C1)OC (4-amino-6-methoxypyrimidine), C[Si](C)(C)[N-][Si](C)(C)C.[Na+] (NaHMDS), ClC1=NC(=NC(=N1)N1CCOCC1)N1C(=NC2=C1C=CC=C2OC)C(F)F (1-[4-chloro-6-(4-morpholinyl)-1,3,5-triazin-2-yl]-2-(difluoromethyl)-4-methoxy-1H-benzimidazole). Solvent: C1CCOC1 (THF), C1CCOC1 (THF), C(C)(=O)O (acetic acid), O (water). Conditions: time 10 minute. Yields the product FC(C1=NC2=C(N1C1=NC(=NC(=N1)N1CCOCC1)NC1=NC=NC(=C1)OC)C=CC=C2OC)F (4-(2-(difluoromethyl)-4-methoxy-1H-benzimidazol-1-yl)-N-(6-methoxypyrimidin-4-yl)-6-morpholino-1,3,5-triazin-2-amine). Isolated yield 28.3%. Reaction SMILES: [NH2:1][C:2]1[CH:7]=[C:6]([O:8][CH3:9])[N:5]=[CH:4][N:3]=1.C[Si]([N-][Si](C)(C)C)(C)C.[Na+].Cl[C:21]1[N:26]=[C:25]([N:27]2[CH2:32][CH2:31][O:30][CH2:29][CH2:28]2)[N:24]=[C:23]([N:33]2[C:37]3[CH:38]=[CH:39][CH:40]=[C:41]([O:42][CH3:43])[C:36]=3[N:35]=[C:34]2[CH:44]([F:46])[F:45])[N:22]=1>C1COCC1.C(O)(=O)C.O>[F:46][CH:44]([F:45])[C:34]1[N:33]([C:23]2[N:24]=[C:25]([N:27]3[CH2:32][CH2:31][O:30][CH2:29][CH2:28]3)[N:26]=[C:21]([NH:1][C:2]3[CH:7]=[C:6]([O:8][CH3:9])[N:5]=[CH:4][N:3]=3)[N:22]=2)[C:37]2[CH:38]=[CH:39][CH:40]=[C:41]([O:42][CH3:43])[C:36]=2[N:35]=1 |f:1.2|. Procedure: To 0.282 g (2.25 mmol) of 4-amino-6-methoxypyrimidine in THF (4 mL) was added 1.30 mL of NaHMDS (2 M solution in THF) and the mixture was stirred for 10 min. A solution of 0.297 g (0.75 mmol) of 1-[4-chloro-6-(4-morpholinyl)-1,3,5-triazin-2-yl]-2-(difluoromethyl)-4-methoxy-1H-benzimidazole (Example 2) in THF (5 mL) was added. The resulting mixture was stirred at room temperature for 1 hr. After neutralization with acetic acid, the mixture was diluted with water, and extracted with EtOAc. The org... Reactants: C(C1=CC=CC=C1)NC=1C=C(C(=O)OC(C)(C)C)C=C(N1)C1=CC=C(C=C1)C (tert-butyl 2-(benzylamino)-6-(4-methylphenyl)isonicotinate), FC(C(=O)O)(F)F (trifluoroacetic acid). Reagents/catalysts: [OH-].[OH-].[Pd+2] (palladium dihydroxide). Run in C(C)O (ethanol). Run at temperature 60 celsius, time 30 minute. Product: NC=1C=C(C(=O)OC(C)(C)C)C=C(N1)C1=CC=C(C=C1)C (tert-butyl 2-amino-6-(4-methylphenyl)isonicotinate). Isolated yield 52.0%. RXN SMILES: C([NH:8][C:9]1[CH:10]=[C:11]([CH:19]=[C:20]([C:22]2[CH:27]=[CH:26][C:25]([CH3:28])=[CH:24][CH:23]=2)[N:21]=1)[C:12]([O:14][C:15]([CH3:18])([CH3:17])[CH3:16])=[O:13])C1C=CC=CC=1.FC(F)(F)C(O)=O>C(O)C.[OH-].[OH-].[Pd+2]>[NH2:8][C:9]1[CH:10]=[C:11]([CH:19]=[C:20]([C:22]2[CH:27]=[CH:26][C:25]([CH3:28])=[CH:24][CH:23]=2)[N:21]=1)[C:12]([O:14][C:15]([CH3:16])([CH3:17])[CH3:18])=[O:13] |f:3.4.5|. Procedure: To a solution of tert-butyl 2-(benzylamino)-6-(4-methylphenyl)isonicotinate (0.37 g, 0.98 mmol) in ethanol (4.67 mL) were added palladium dihydroxide (3.42 mg, 0.024 mmol) and trifluoroacetic acid (0.08 mL, 1.08 mmol). The mixture was purged with hydrogen and stirred under hydrogen (1 atm) at 60° C. After 30 min, the mixture was cooled to ambient temperature and filtered with Celite. The filtered cake was washed with methanol and the filtrate was concentrated. Purification by silica gel chromato... Reactants: C(C)OP(OCC)(=O)C1CCC=2C=3N1C(C(NC3C=C(C2)C(F)(F)F)=O)=O (9-trifluoromethyl-2,3-dioxo-1,2,3,5,6,7-hexahydro-pyrido[1,2,3-de]quinoxaline-5-phosphonic acid diethyl ester), C[Si](C)(C)Br (trimethylsilylbromide). The solvent is C(C)#N (acetonitrile). Conditions: time 20 hour. The product is FC(C=1C=C2C=3N(C(C(NC3C1)=O)=O)C(CC2)P(O)(=O)O)(F)F (9-trifluoromethyl-2,3-dioxo-1,2,3,5,6,7-hexahydro-pyrido[1,2,3-de]quinoxaline-5-phosphonic acid). The yield is 79.7%. Reaction SMILES: C([O:3][P:4]([CH:9]1[N:14]2[C:15](=[O:27])[C:16](=[O:26])[NH:17][C:18]3[CH:19]=[C:20]([C:22]([F:25])([F:24])[F:23])[CH:21]=[C:12]([C:13]=32)[CH2:11][CH2:10]1)(=[O:8])[O:5]CC)C.C[Si](Br)(C)C>C(#N)C>[F:24][C:22]([F:23])([F:25])[C:20]1[CH:21]=[C:12]2[CH2:11][CH2:10][CH:9]([P:4]([OH:8])(=[O:3])[OH:5])[N:14]3[C:15](=[O:27])[C:16](=[O:26])[NH:17][C:18]([CH:19]=1)=[C:13]23. Procedure: 1.63 g of 9-trifluoromethyl-2,3-dioxo-1,2,3,5,6,7-hexahydro-pyrido[1,2,3-de]quinoxaline-5-phosphonic acid diethyl ester is introduced into 40 ml of acetonitrile under nitrogen at room temperature. 3.63 ml of trimethylsilylbromide is rapidly instilled. The solution is stirred for 20 hours at room temperature and concentrated by evaporation. The residue is suspended in 50 ml of water, suctioned off and washed with water. The residue is dried at 105° C. and 0.7 torr. 1.12 g of 9-trifluoromethyl-2,3...